Task: describe an organic reaction: reactants, conditions, products, and yield. Dataset: the Open Reaction Database (ORD), a public repository of structured organic reaction records Starting materials: C(C)(=O)OC1CC=2C(N(C=3N=CC=CC3C2OC1)C1=CC=CC=C1)=O (3-ACETYLOXY-2,3,4,6-TETRAHYDRO-6-PHENYL-5H-PYRANO(3,2-c)-1,8-NAPHTHYRIDIN-5-ONE). The solvent is CO (methanol). Product: OC1CC=2C(N(C=3N=CC=CC3C2OC1)C1=CC=CC=C1)=O (3-HYDROXY-2,3,4,6-TETRAHYDRO-6-PHENYL-5H-PYRANO(3,2-c)-1,8-NAPHTHYRIDIN-5-ONE). Reaction SMILES: C([O:4][CH:5]1[CH2:18][O:17][C:16]2[C:15]3[CH:14]=[CH:13][CH:12]=[N:11][C:10]=3[N:9]([C:19]3[CH:24]=[CH:23][CH:22]=[CH:21][CH:20]=3)[C:8](=[O:25])[C:7]=2[CH2:6]1)(=O)C>CO>[OH:4][CH:5]1[CH2:18][O:17][C:16]2[C:15]3[CH:14]=[CH:13][CH:12]=[N:11][C:10]=3[N:9]([C:19]3[CH:20]=[CH:21][CH:22]=[CH:23][CH:24]=3)[C:8](=[O:25])[C:7]=2[CH2:6]1. Procedure: Hydrolysis of the product of Example 4 with methanol:1.0N sodium hydroxide solution followed by recrystallization of the resultant product from methanol yields the title compound, m.p. 296°-298° C. The reactants are CCOC(=O)C(O)CNC(=O)c1ccc(C(NC(=O)Nc2cc(Cl)cc(Cl)c2)c2ccc(C3=CCCCC3)cc2)cc1, C1CCOC1, CCO, Cl, [Na+], [OH-]. Product: O=C(Nc1cc(Cl)cc(Cl)c1)NC(c1ccc(C(=O)NCC(O)C(=O)O)cc1)c1ccc(C2=CCCCC2)cc1. As a reaction SMILES: [CH2:1]([CH3:2])[O:3][C:4]([CH:5]([CH2:6][NH:7][C:8]([c:9]1[cH:10][cH:11][c:12]([CH:15]([c:16]2[cH:17][cH:18][c:19]([C:22]3=[CH:23][CH2:24][CH2:25][CH2:26][CH2:27]3)[cH:20][cH:21]2)[NH:28][C:29](=[O:30])[NH:31][c:32]2[cH:33][c:34]([Cl:39])[cH:35][c:36]([Cl:38])[cH:37]2)[cH:13][cH:14]1)=[O:40])[OH:41])=[O:42].[CH2:49]1[O:50][CH2:51][CH2:52][CH2:53]1.[CH3:46][CH2:47][OH:48].[ClH:45].[Na+:44].[OH-:43]>>[O:3]=[C:4]([CH:5]([CH2:6][NH:7][C:8]([c:9]1[cH:10][cH:11][c:12]([CH:15]([c:16]2[cH:17][cH:18][c:19]([C:22]3=[CH:23][CH2:24][CH2:25][CH2:26][CH2:27]3)[cH:20][cH:21]2)[NH:28][C:29](=[O:30])[NH:31][c:32]2[cH:33][c:34]([Cl:39])[cH:35][c:36]([Cl:38])[cH:37]2)[cH:13][cH:14]1)=[O:40])[OH:41])[OH:42]. Starting materials: C1CCOC1, CCOC(=O)c1cc2c(s1)CC(C)(C)C2=O, CCO, [Li+], [OH-], O. Yields the product CC1(C)Cc2sc(C(=O)O)cc2C1=O. As a reaction SMILES: [CH2:17]1[O:18][CH2:19][CH2:20][CH2:21]1.[CH3:1][C:2]1([CH3:16])[C:3](=[O:15])[c:4]2[c:5]([s:6][c:7]([C:9](=[O:10])[O:11][CH2:12][CH3:13])[cH:8]2)[CH2:14]1.[CH3:22][CH2:23][OH:24].[Li+:25].[OH-:26].[OH2:27]>>[CH3:1][C:2]1([CH3:16])[C:3](=[O:15])[c:4]2[c:5]([s:6][c:7]([C:9](=[O:10])[OH:11])[cH:8]2)[CH2:14]1. Reactants: B, O=C(Nc1ccccc1)C(c1ccccc1)[N+](=O)[O-], C1CCOC1, O, O=C(Cc1ccc([N+](=O)[O-])cc1)Nc1cccc(O)c1. Product: CC(=O)Nc1ccccc1. Reaction SMILES: [BH3:40].[N+:1]([CH:4]([c:2]1[cH:3][cH:14][cH:15][cH:16][cH:17]1)[C:5](=[O:6])[NH:7][c:8]1[cH:9][cH:10][cH:11][cH:12][cH:13]1)([O-:18])=[O:19].[O:42]1[CH2:43][CH2:44][CH2:45][CH2:46]1.[OH2:41].[OH:20][c:21]1[cH:22][c:23]([NH:24][C:25](=[O:26])[CH2:27][c:28]2[cH:29][cH:30][c:31]([N+:32]([O-:33])=[O:34])[cH:35][cH:36]2)[cH:37][cH:38][cH:39]1>>[CH3:4][C:5](=[O:6])[NH:7][c:8]1[cH:9][cH:10][cH:11][cH:12][cH:13]1. Reactants: CC(CSC(=O)c1ccccc1)C(=O)N1C(C(=O)O)CCC1c1ccccc1, CO, N. Product: CC(CS)C(=O)N1C(C(=O)O)CCC1c1ccccc1. As a reaction SMILES: [C:1](=[O:2])([c:3]1[cH:4][cH:5][cH:6][cH:7][cH:8]1)[S:9][CH2:10][CH:11]([C:12](=[O:13])[N:14]1[CH:15]([C:25](=[O:26])[OH:27])[CH2:16][CH2:17][CH:18]1[c:19]1[cH:20][cH:21][cH:22][cH:23][cH:24]1)[CH3:28].[CH3:30][OH:31].[NH3:29]>>[SH:9][CH2:10][CH:11]([C:12](=[O:13])[N:14]1[CH:15]([C:25](=[O:26])[OH:27])[CH2:16][CH2:17][CH:18]1[c:19]1[cH:20][cH:21][cH:22][cH:23][cH:24]1)[CH3:28].